describe an organic reaction: reactants, conditions, products, and yield From a dataset of the Open Reaction Database (ORD), a public repository of structured organic reaction records. Reported procedure: 1.98 g (10.0 mmol) of 1,8-naphthalenedicarboxylic anhydride and 0.985 g (5.00 mmol) of hydroxylammonium phosphate were reacted with 2 ml of water analogously to Example 7 for 6 hours at a bath temperature of 130° C. Following cooling, the pale brown reaction mixture was digested with water, and the solid was filtered off with suction and dried. The yield was 1.89 g (89%). The reactants are C12=CC=CC3=CC=CC(=C13)C(=O)OC2=O (1,8-naphthalenedicarboxylic anhydride), P(=O)([O-])([O-])[O-].O[NH3+].O[NH3+].O[NH3+] (hydroxylammonium phosphate). Product: ON=C(O)C1=CC=CC2=CC=CC(=C12)C(=O)O (N-hydroxynaphthalene-1,8-dicarboxylic acid imide). The solvent is O (water), O (water). Reaction SMILES: [C:1]12[C:14](=[O:15])[O:13][C:11](=[O:12])[C:9]3=[C:10]1[C:5](=[CH:6][CH:7]=[CH:8]3)[CH:4]=[CH:3][CH:2]=2.P([O-])([O-])([O-])=O.[OH:21][NH3+:22].O[NH3+].O[NH3+]>O>[OH:21][N:22]=[C:14]([C:1]1[C:10]2[C:5](=[CH:6][CH:7]=[CH:8][C:9]=2[C:11]([OH:13])=[O:12])[CH:4]=[CH:3][CH:2]=1)[OH:15] |f:1.2.3.4|. Reactants: NC=1C(=C(C(=C(C(=O)Cl)C1I)I)COC(C)=O)I (5-Amino-3-acetoxymethyl-2,4,6-triiodobenzoyl chloride), C(O)CN (ethanolamine). Product: NC=1C(=C(C(=C(C(=O)NCCO)C1I)I)COC(C)=O)I (5-Amino-3-acetoxymethyl-N-(2-hydroxyethyl)-2,4,6-triiodobenzamide). Reaction SMILES: [NH2:1][C:2]1[C:3]([I:18])=[C:4]([CH2:13][O:14][C:15](=[O:17])[CH3:16])[C:5]([I:12])=[C:6]([C:10]=1[I:11])[C:7](Cl)=[O:8].[CH2:19]([CH2:21][NH2:22])[OH:20]>>[NH2:1][C:2]1[C:3]([I:18])=[C:4]([CH2:13][O:14][C:15](=[O:17])[CH3:16])[C:5]([I:12])=[C:6]([C:10]=1[I:11])[C:7]([NH:22][CH2:21][CH2:19][OH:20])=[O:8]. Reported procedure: 5-Amino-3-acetoxymethyl-2,4,6-triiodobenzoyl chloride was reacted with ethanolamine according to the general procedure in Example 24 g. The yield of isolated product was 98%. The reactants are CN1CCOCC1, CN(C)C1(c2cccc(F)c2)CCC(=CC(=O)O)CC1, CN(C)C=O, C(=NC1CCCCC1)=NC1CCCCC1, [Na+], [OH-], O, NCCCc1ccccc1. Yields the product CN(C)C1(c2cccc(F)c2)CCC(=CC(=O)NCCCc2ccccc2)CC1. RXN SMILES: [CH3:11][N:12]1[CH2:13][CH2:14][O:15][CH2:16][CH2:17]1.[CH3:33][N:34]([C:35]1([c:45]2[cH:46][c:47]([F:51])[cH:48][cH:49][cH:50]2)[CH2:36][CH2:37][C:38](=[CH:41][C:42](=[O:43])[OH:44])[CH2:39][CH2:40]1)[CH3:52].[CH3:55][N:56]([CH3:57])[CH:58]=[O:59].[CH:18]1([N:19]=[C:20]=[N:21][CH:22]2[CH2:23][CH2:24][CH2:25][CH2:26][CH2:27]2)[CH2:28][CH2:29][CH2:30][CH2:31][CH2:32]1.[Na+:54].[OH-:53].[OH2:60].[c:1]1([CH2:7][CH2:8][CH2:9][NH2:10])[cH:2][cH:3][cH:4][cH:5][cH:6]1>>[c:1]1([CH2:7][CH2:8][CH2:9][NH:10][C:42]([CH:41]=[C:38]2[CH2:37][CH2:36][C:35]([N:34]([CH3:33])[CH3:52])([c:45]3[cH:46][c:47]([F:51])[cH:48][cH:49][cH:50]3)[CH2:40][CH2:39]2)=[O:43])[cH:2][cH:3][cH:4][cH:5][cH:6]1. The reactants are C(C)(C)(C)OC(NC1=C(C=C(C(=C1)N(C)C)C(F)(F)F)NC(CC(C1=CC(=CC=C1)N1N=CN=C1)=O)=O)=O ({5-dimethylamino-2-[3-oxo-3-(3-[1,2,4]triazol-1-yl-phenyl)-propionylamino]-4-trifluoromethyl-phenyl}-carbamic acid tert.-butyl ester), C(=O)(C(F)(F)F)O (TFA). Run in C(Cl)Cl (CH2Cl2). Yields the product CN(C1=CC2=C(NC(CC(=N2)C2=CC(=CC=C2)N2N=CN=C2)=O)C=C1C(F)(F)F)C (7-Dimethylamino-4-(3-[1,2,4]triazol-1-yl-phenyl)-8-trifluoromethyl-1,3-dihydro-benzo[b][1,4]diazepin-2-one), solid. Reaction SMILES: C(OC(=O)[NH:7][C:8]1[CH:13]=[C:12]([N:14]([CH3:16])[CH3:15])[C:11]([C:17]([F:20])([F:19])[F:18])=[CH:10][C:9]=1[NH:21][C:22](=[O:37])[CH2:23][C:24](=O)[C:25]1[CH:30]=[CH:29][CH:28]=[C:27]([N:31]2[CH:35]=[N:34][CH:33]=[N:32]2)[CH:26]=1)(C)(C)C.C(O)(C(F)(F)F)=O>C(Cl)Cl>[CH3:15][N:14]([CH3:16])[C:12]1[C:11]([C:17]([F:20])([F:19])[F:18])=[CH:10][C:9]2[NH:21][C:22](=[O:37])[CH2:23][C:24]([C:25]3[CH:30]=[CH:29][CH:28]=[C:27]([N:31]4[CH:35]=[N:34][CH:33]=[N:32]4)[CH:26]=3)=[N:7][C:8]=2[CH:13]=1. Reported procedure: The title compound was prepared from {5-dimethylamino-2-[3-oxo-3-(3-[1,2,4]triazol-1-yl-phenyl)-propionylamino]-4-trifluoromethyl-phenyl}-carbamic acid tert.-butyl ester (Example M65) by treatment with TFA in CH2Cl2 according to the general procedure N. Obtained as a yellow solid (269 mg). Starting materials: C(C)(C)(C)OC(=O)N1CC=2C=C3C(=CC2C[C@H]1C(N[C@@H](CC1=CC=C(C=C1)C1=C(C(=NC=C1)C)C)C(=O)OC)=O)OC[C@@H](O3)C3=CC(=CC=C3)O ((3S,8S)-8-{(S)-2-[4-(2,3-Dimethyl-pyridin-4-yl)-phenyl]-1-methoxycarbonyl-ethylcarbamoyl}-3-(3-hydroxy-phenyl)-2,3,8,9-tetrahydro-6H-[1,4]dioxino[2,3-g]isoquinoline-7-carboxylic acid tert-butyl ester), N(=NC(=O)OCC(C)C)C(=O)OCC(C)C (Diisobutyl azodicarboxylate), C1(CCCCC1)CO (cyclohexyl methanol), C1(=CC=CC=C1)P(C1=CC=CC=C1)C1=CC=CC=C1 (triphenyl phosphine). Run in C(Cl)Cl (DCM), CCOC(=O)C (EtOAc), CCOC(=O)C (EtOAc), CO (MeOH), hexanes, hexanes. Conditions: temperature 0 celsius, time 4 hour. The product is C(C)(C)(C)OC(=O)N1CC=2C=C3C(=CC2C[C@H]1C(N[C@@H](CC1=CC=C(C=C1)C1=C(C(=NC=C1)C)C)C(=O)OC)=O)OC[C@@H](O3)C3=CC(=CC=C3)OCC3CCCCC3 ((3S,8S)-3-(3-cyclohexylmethoxy-phenyl)-8-{(S)-2-[4-(2,3-dimethyl-pyridin-4-yl)-phenyl]-1-methoxycarbonyl-ethylcarbamoyl}-2,3,8,9-tetrahydro-6H-[1,4]dioxino[2,3-g]isoquinoline-7-carboxylic acid tert-butyl ester). Isolated yield 94.9%. As a reaction SMILES: [C:1]([O:5][C:6]([N:8]1[C@H:17]([C:18](=[O:40])[NH:19][C@H:20]([C:36]([O:38][CH3:39])=[O:37])[CH2:21][C:22]2[CH:27]=[CH:26][C:25]([C:28]3[CH:33]=[CH:32][N:31]=[C:30]([CH3:34])[C:29]=3[CH3:35])=[CH:24][CH:23]=2)[CH2:16][C:15]2[CH:14]=[C:13]3[O:41][CH2:42][C@H:43]([C:45]4[CH:50]=[CH:49][CH:48]=[C:47]([OH:51])[CH:46]=4)[O:44][C:12]3=[CH:11][C:10]=2[CH2:9]1)=[O:7])([CH3:4])([CH3:3])[CH3:2].[CH:52]1([CH2:58]O)[CH2:57][CH2:56][CH2:55][CH2:54][CH2:53]1.C1(P(C2C=CC=CC=2)C2C=CC=CC=2)C=CC=CC=1.N(C(OCC(C)C)=O)=NC(OCC(C)C)=O>C(Cl)Cl.CCOC(C)=O.CO>[C:1]([O:5][C:6]([N:8]1[C@H:17]([C:18](=[O:40])[NH:19][C@H:20]([C:36]([O:38][CH3:39])=[O:37])[CH2:21][C:22]2[CH:23]=[CH:24][C:25]([C:28]3[CH:33]=[CH:32][N:31]=[C:30]([CH3:34])[C:29]=3[CH3:35])=[CH:26][CH:27]=2)[CH2:16][C:15]2[CH:14]=[C:13]3[O:41][CH2:42][C@H:43]([C:45]4[CH:50]=[CH:49][CH:48]=[C:47]([O:51][CH2:58][CH:52]5[CH2:57][CH2:56][CH2:55][CH2:54][CH2:53]5)[CH:46]=4)[O:44][C:12]3=[CH:11][C:10]=2[CH2:9]1)=[O:7])([CH3:4])([CH3:2])[CH3:3]. Procedure details: (3S,8S)-8-{(S)-2-[4-(2,3-Dimethyl-pyridin-4-yl)-phenyl]-1-methoxycarbonyl-ethylcarbamoyl}-3-(3-hydroxy-phenyl)-2,3,8,9-tetrahydro-6H-[1,4]dioxino[2,3-g]isoquinoline-7-carboxylic acid tert-butyl ester (25 mg), cyclohexyl methanol (12 mg), triphenyl phosphine (38 mg) were taken in 1 mL of anhydrous DCM and cooled to 0° C. Diisobutyl azodicarboxylate (22 mg) was added and reaction was warmed to room temperature and stirred for 4 hours. After the completion, reaction was loaded onto a silica gel col...